From a dataset of the Open Reaction Database (ORD), a public repository of structured organic reaction records. describe an organic reaction: reactants, conditions, products, and yield Starting materials: CCOC(C)=O, CCC(CC)n1c(O)nc2ncc(Cl)c(I)c21, [K+], [K+], O=C([O-])[O-], C1COCCO1, O, OB(O)c1ccccc1. The product is CCC(CC)n1c(O)nc2ncc(Cl)c(-c3ccccc3)c21. As a reaction SMILES: [CH3:39][CH2:40][O:41][C:42]([CH3:43])=[O:44].[Cl:1][c:2]1[c:3]([I:17])[c:4]2[c:5]([n:6][cH:7]1)[n:8][c:9]([OH:16])[n:10]2[CH:11]([CH2:12][CH3:13])[CH2:14][CH3:15].[K+:33].[K+:34].[O-:35][C:36]([O-:37])=[O:38].[O:27]1[CH2:28][CH2:29][O:30][CH2:31][CH2:32]1.[OH2:45].[OH:18][B:19]([OH:20])[c:21]1[cH:22][cH:23][cH:24][cH:25][cH:26]1>>[Cl:1][c:2]1[c:3](-[c:21]2[cH:22][cH:23][cH:24][cH:25][cH:26]2)[c:4]2[c:5]([n:6][cH:7]1)[n:8][c:9]([OH:16])[n:10]2[CH:11]([CH2:12][CH3:13])[CH2:14][CH3:15]. Starting materials: C=CCc1ccc(OC)cc1, ClCCl. Yields the product C=CCc1ccc(O)cc1. RXN SMILES: [CH2:1]([CH:2]=[CH2:3])[c:4]1[cH:5][cH:6][c:7]([O:10][CH3:11])[cH:8][cH:9]1.[Cl:12][CH2:13][Cl:14]>>[CH2:1]([CH:2]=[CH2:3])[c:4]1[cH:5][cH:6][c:7]([OH:10])[cH:8][cH:9]1. Reaction SMILES: [C:1]1([CH2:7][CH2:8][C:9]2[CH:14]=[CH:13][CH:12]=[CH:11][C:10]=2[OH:15])[CH:6]=[CH:5][CH:4]=[CH:3][CH:2]=1.CC(C)([O-])C.[K+].[CH2:22]([O:29][C@H:30]1[CH2:34][N:33]([C:35]([O:37][C:38]([CH3:41])([CH3:40])[CH3:39])=[O:36])[CH:32]([CH2:42]OS(C2C=CC(C)=CC=2)(=O)=O)[CH2:31]1)[C:23]1[CH:28]=[CH:27][CH:26]=[CH:25][CH:24]=1>CC(N(C)C)=O>[CH2:22]([O:29][C@H:30]1[CH2:34][N:33]([C:35]([O:37][C:38]([CH3:41])([CH3:40])[CH3:39])=[O:36])[CH:32]([CH2:42][O:15][C:10]2[CH:11]=[CH:12][CH:13]=[CH:14][C:9]=2[CH2:8][CH2:7][C:1]2[CH:2]=[CH:3][CH:4]=[CH:5][CH:6]=2)[CH2:31]1)[C:23]1[CH:24]=[CH:25][CH:26]=[CH:27][CH:28]=1 |f:1.2|. Reactants: C1(=CC=CC=C1)CCC1=C(C=CC=C1)O (2-(2-phenylethyl)phenol), CC(C)([O-])C.[K+] (potassium t-butoxide), C(C1=CC=CC=C1)O[C@@H]1CC(N(C1)C(=O)OC(C)(C)C)COS(=O)(=O)C1=CC=C(C=C1)C ((4R)-4-benzyloxy-1-t-butoxycarbonyl-2-(p-toluenesulfonyloxymethyl)pyrrolidine). The product is C(C1=CC=CC=C1)O[C@@H]1CC(N(C1)C(=O)OC(C)(C)C)COC1=C(C=CC=C1)CCC1=CC=CC=C1 ((4R)-4-Benzyloxy-1-t-butoxycarbonyl-2-[2-(2-phenylethyl) phenoxymethyl]pyrrolidine). Procedure details: Following a procedure similar to that described in Example 40(a), 200 mg of 2-(2-phenylethyl)phenol (prepared as described in Preparation 19), 124 mg of potassium t-butoxide and 500 mg of (4R)-4-benzyloxy-1-t-butoxycarbonyl-2-(p-toluenesulfonyloxymethyl)pyrrolidine were reacted in 10 ml of dimethylacetamide. The mixture was then worked up as described in Example 40(a), and the crude product thus obtained was purified by column chromatography through silica gel, using a 4:1 by volume mixture of h... Run in CC(=O)N(C)C (dimethylacetamide). Yield: 81.3%. The reactants are BrCc1ccccc1, CC(C)(C)c1c(O)ccc2occc12, O=C([O-])[O-], CN(C)C=O, [K+], [K+]. Yields the product CC(C)(C)c1c(OCc2ccccc2)ccc2occc12. RXN SMILES: [Br:15][CH2:16][c:17]1[cH:18][cH:19][cH:20][cH:21][cH:22]1.[C:1]([CH3:2])([CH3:3])([CH3:4])[c:5]1[c:6]([OH:14])[cH:7][cH:8][c:9]2[c:10]1[cH:11][cH:12][o:13]2.[C:23](=[O:24])([O-:25])[O-:26].[CH3:29][N:30]([CH3:31])[CH:32]=[O:33].[K+:27].[K+:28]>>[C:1]([CH3:2])([CH3:3])([CH3:4])[c:5]1[c:6]([O:14][CH2:16][c:17]2[cH:18][cH:19][cH:20][cH:21][cH:22]2)[cH:7][cH:8][c:9]2[c:10]1[cH:11][cH:12][o:13]2. The reactants are CC(=O)NC1C(O)OC(CO)C(O)C1O, CO. Product: COC1OC(CO)C(O)C(O)C1NC(C)=O. RXN SMILES: [C:1]([CH3:2])(=[O:3])[NH:4][CH:5]1[CH:6]([OH:7])[O:8][CH:9]([CH2:14][OH:15])[CH:10]([OH:13])[CH:11]1[OH:12].[CH3:16][OH:17]>>[C:1]([CH3:2])(=[O:3])[NH:4][CH:5]1[CH:6]([O:7][CH3:16])[O:8][CH:9]([CH2:14][OH:15])[CH:10]([OH:13])[CH:11]1[OH:12]. Yields the product CCC(COC)n1cc(Cl)nc(N2CCc3cc(OC)c(F)c(Cl)c32)c1=O. Reactants: COc1cc2c(c(Cl)c1F)NCC2, CCC(COC)n1cc(Cl)nc(Cl)c1=O. Reaction SMILES: [Cl:16][c:17]1[c:18]([F:28])[c:19]([O:26][CH3:27])[cH:20][c:21]2[c:25]1[NH:24][CH2:23][CH2:22]2.[Cl:1][c:2]1[c:3](=[O:15])[n:4]([CH:9]([CH2:10][CH3:11])[CH2:12][O:13][CH3:14])[cH:5][c:6]([Cl:8])[n:7]1>>[c:2]1([N:24]2[CH2:23][CH2:22][c:21]3[cH:20][c:19]([O:26][CH3:27])[c:18]([F:28])[c:17]([Cl:16])[c:25]32)[c:3](=[O:15])[n:4]([CH:9]([CH2:10][CH3:11])[CH2:12][O:13][CH3:14])[cH:5][c:6]([Cl:8])[n:7]1. Starting materials: CC1=CC(=C(C(=O)N)C=C1)OCCC (4-methyl-2-propoxybenzamide), CC=1C=C(C(C(=O)OC)=CC1)O (methyl 4-methylsalicylate), N (ammonia). The product is CC=1C=C(C(C(=O)N)=CC1)O (4-methylsalicylamide). As a reaction SMILES: [CH3:1][C:2]1[CH:10]=[CH:9][C:5]([C:6]([NH2:8])=[O:7])=[C:4]([O:11]CCC)[CH:3]=1.CC1C=C(O)C(=CC=1)C(OC)=O.N>>[CH3:1][C:2]1[CH:3]=[C:4]([OH:11])[C:5](=[CH:9][CH:10]=1)[C:6]([NH2:8])=[O:7]. Procedure: The starting-material, 4-methyl-2-propoxybenzamide, was prepared by reacting methyl 4-methylsalicylate (25.75 g) with ethanolic ammonia to yield 4-methylsalicylamide (12.54 g) which was then reacted with bromopropane, potassium iodide and potassium carbonate in acetone.